This data is from the Open Reaction Database (ORD), a public repository of structured organic reaction records. The task is: describe an organic reaction: reactants, conditions, products, and yield Starting materials: IC1=CC=C(CN(CCC2=CC=C(C=C2)S(N)(=O)=O)CC=2N(C=CN2)CC(=O)N(CC(=O)OC(C)(C)C)CC(=O)OC(C)(C)C)C=C1 (di-tert-butyl 2,2′-((2-(2-(((4-iodobenzyl)(4-sulfamoylphenethyl)amino)methyl)-1H-imidazol-1-yl)acetyl)azanediyl)diacetate). Run in C(Cl)Cl (DCM), C(=O)(C(F)(F)F)O (TFA). Product: IC1=CC=C(CN(CCC2=CC=C(C=C2)S(N)(=O)=O)CC=2N(C=CN2)CC(=O)N(CC(=O)O)CC(=O)O)C=C1 (2,2′-(2-(2-(((4-iodobenzyl)(4-sulfamoylphenethyl)amino)methyl)-1H-imidazol-1-yl)acetylazanediyl)diacetic acid). The yield is 104.8%. RXN SMILES: [I:1][C:2]1[CH:47]=[CH:46][C:5]([CH2:6][N:7]([CH2:20][C:21]2[N:22]([CH2:26][C:27]([N:29]([CH2:38][C:39]([O:41]C(C)(C)C)=[O:40])[CH2:30][C:31]([O:33]C(C)(C)C)=[O:32])=[O:28])[CH:23]=[CH:24][N:25]=2)[CH2:8][CH2:9][C:10]2[CH:15]=[CH:14][C:13]([S:16](=[O:19])(=[O:18])[NH2:17])=[CH:12][CH:11]=2)=[CH:4][CH:3]=1>C(Cl)Cl.C(O)(C(F)(F)F)=O>[I:1][C:2]1[CH:47]=[CH:46][C:5]([CH2:6][N:7]([CH2:20][C:21]2[N:22]([CH2:26][C:27]([N:29]([CH2:30][C:31]([OH:33])=[O:32])[CH2:38][C:39]([OH:41])=[O:40])=[O:28])[CH:23]=[CH:24][N:25]=2)[CH2:8][CH2:9][C:10]2[CH:11]=[CH:12][C:13]([S:16](=[O:19])(=[O:18])[NH2:17])=[CH:14][CH:15]=2)=[CH:4][CH:3]=1. Procedure details: A solution of di-tert-butyl 2,2′-((2-(2-(((4-iodobenzyl)(4-sulfamoylphenethyl)amino)methyl)-1H-imidazol-1-yl)acetyl)azanediyl)diacetate (28.8 mg, 0.0369 mmol) in DCM (0.50 mL) and TFA (0.5 mL) was stirred at room temperature for 5 hrs. Solvent was removed under a stream of nitrogen to give a residue, which was purified by HPLC to give compound (19) as a white solid (25.9 mg, 78.2%). 1H NMR (400 MHz, DMSO-d6) 7.70-7.66 (m, 4H), 7.57 (s, 1H), 7.55 (s, 1H), 7.29 (d, J=8.0 Hz, 2H), 7.28 (s, 2H), 7.1... Starting materials: O1CCC(CC1)CN ((tetrahydro-2H-pyran-4-yl)methanamine), BrC=1C(=NC=C(N1)Br)Cl (3,5-dibromo-2-chloropyrazine), TEA. Solvent: CC#N (MeCN). Conditions: temperature 80 celsius. Product: BrC1=CN=C(C(=N1)NCC1CCOCC1)Cl (6-bromo-3-chloro-N-((tetrahydro-2H-pyran-4-yl)methyl)pyrazin-2-amine). Yield: 61.1%. As a reaction SMILES: Br[C:2]1[C:3]([Cl:9])=[N:4][CH:5]=[C:6]([Br:8])[N:7]=1.[O:10]1[CH2:15][CH2:14][CH:13]([CH2:16][NH2:17])[CH2:12][CH2:11]1>CC#N>[Br:8][C:6]1[N:7]=[C:2]([NH:17][CH2:16][CH:13]2[CH2:14][CH2:15][O:10][CH2:11][CH2:12]2)[C:3]([Cl:9])=[N:4][CH:5]=1. Procedure: To a scintillation vial containing 3,5-dibromo-2-chloropyrazine (1 g, 3.67 mmol) and TEA (1.024 ml, 7.34 mmol) was added MeCN (5 ml) and (tetrahydro-2H-pyran-4-yl)methanamine (0.557 g, 3.67 mmol). The homogenous reaction mixture was capped, and heated to 80° C. in a oil bath for 4 hr. The reaction mixture was concentrated to dryness, diluted with EtOAc and sequentially washed with sat NaHCO3, and sat NaCl. The organic layer was dried Na2SO4, filtered and concentrated. The crude was purified by c... Reactants: [Ba+2], CCc1nn2c(Br)cccc2c1N(CC1CC1)CC1CCOC1, COc1cc(C)c(OB(O)O)c(OC)c1, CCOC(C)=O, COCCOC, [OH-], [OH-], O, O, O, O, O, O, O, O, O, c1ccc(P(c2ccccc2)(c2ccccc2)[Pd](P(c2ccccc2)(c2ccccc2)c2ccccc2)(P(c2ccccc2)(c2ccccc2)c2ccccc2)P(c2ccccc2)(c2ccccc2)c2ccccc2)cc1. Yields the product CCc1nn2c(-c3c(C)cc(OC)cc3OC)cccc2c1N(CC1CC1)CC1CCOC1. Reaction SMILES: [Ba+2:48].[Br:1][c:2]1[cH:3][cH:4][cH:5][c:6]2[n:7]1[n:8][c:9]([CH2:22][CH3:23])[c:10]2[N:11]([CH2:12][CH:13]1[CH2:14][O:15][CH2:16][CH2:17]1)[CH2:18][CH:19]1[CH2:20][CH2:21]1.[CH3:24][O:25][c:26]1[c:27]([O:35][B:36]([OH:37])[OH:38])[c:28]([CH3:34])[cH:29][c:30]([O:32][CH3:33])[cH:31]1.[CH3:50][CH2:51][O:52][C:53](=[O:54])[CH3:55].[CH3:56][O:57][CH2:58][CH2:59][O:60][CH3:61].[OH-:47].[OH-:49].[OH2:39].[OH2:40].[OH2:41].[OH2:42].[OH2:43].[OH2:44].[OH2:45].[OH2:46].[OH2:62].[cH:63]1[cH:64][cH:65][c:66]([P:67]([Pd:68]([P:69]([c:70]2[cH:71][cH:72][cH:73][cH:74][cH:75]2)([c:76]2[cH:77][cH:78][cH:79][cH:80][cH:81]2)[c:82]2[cH:83][cH:84][cH:85][cH:86][cH:87]2)([P:88]([c:89]2[cH:90][cH:91][cH:92][cH:93][cH:94]2)([c:95]2[cH:96][cH:97][cH:98][cH:99][cH:100]2)[c:101]2[cH:102][cH:103][cH:104][cH:105][cH:106]2)[P:107]([c:108]2[cH:109][cH:110][cH:111][cH:112][cH:113]2)([c:114]2[cH:115][cH:116][cH:117][cH:118][cH:119]2)[c:120]2[cH:121][cH:122][cH:123][cH:124][cH:125]2)([c:126]2[cH:127][cH:128][cH:129][cH:130][cH:131]2)[c:132]2[cH:133][cH:134][cH:135][cH:136][cH:137]2)[cH:138][cH:139]1>>[c:2]1(-[c:27]2[c:26]([O:25][CH3:24])[cH:31][c:30]([O:32][CH3:33])[cH:29][c:28]2[CH3:34])[cH:3][cH:4][cH:5][c:6]2[n:7]1[n:8][c:9]([CH2:22][CH3:23])[c:10]2[N:11]([CH2:12][CH:13]1[CH2:14][O:15][CH2:16][CH2:17]1)[CH2:18][CH:19]1[CH2:20][CH2:21]1. Reactants: O=C(O)CC1Cc2ccc3[nH]ncc3c2CN(Cc2ccccc2)C1=O, CC(C)(C)CN1Cc2c(cc(Cl)c3[nH]ncc23)CC(CC(=O)N2CCC(N3Cc4ccccc4NC3=O)CC2)C1=O, O=C1Nc2ccccc2CC1N1CCNCC1. Yields the product O=C1Nc2ccccc2CC1N1CCN(C(=O)CC2Cc3ccc4[nH]ncc4c3CN(Cc3ccccc3)C2=O)CC1. As a reaction SMILES: [CH2:1]([c:2]1[cH:3][cH:4][cH:5][cH:6][cH:7]1)[N:8]1[CH2:9][c:10]2[c:11]3[cH:12][n:13][nH:14][c:15]3[cH:16][cH:17][c:18]2[CH2:19][CH:20]([CH2:23][C:24](=[O:25])[OH:26])[C:21]1=[O:22].[Cl:44][c:45]1[c:46]2[nH:47][n:48][cH:49][c:50]2[c:51]2[c:83]([cH:84]1)[CH2:82][CH:61]([CH2:62][C:63](=[O:64])[N:65]1[CH2:66][CH2:67][CH:68]([N:69]3[CH2:70][c:71]4[c:72]([cH:73][cH:74][cH:75][cH:76]4)[NH:77][C:78]3=[O:79])[CH2:80][CH2:81]1)[C:59](=[O:60])[N:53]([CH2:54][C:55]([CH3:56])([CH3:57])[CH3:58])[CH2:52]2.[N:27]1([CH:33]2[C:34](=[O:43])[NH:35][c:36]3[cH:37][cH:38][cH:39][cH:40][c:41]3[CH2:42]2)[CH2:28][CH2:29][NH:30][CH2:31][CH2:32]1>>[CH2:1]([c:2]1[cH:3][cH:4][cH:5][cH:6][cH:7]1)[N:8]1[CH2:9][c:10]2[c:11]3[cH:12][n:13][nH:14][c:15]3[cH:16][cH:17][c:18]2[CH2:19][CH:20]([CH2:23][C:24](=[O:26])[N:30]2[CH2:29][CH2:28][N:27]([CH:33]3[C:34](=[O:43])[NH:35][c:36]4[cH:37][cH:38][cH:39][cH:40][c:41]4[CH2:42]3)[CH2:32][CH2:31]2)[C:21]1=[O:22]. Reactants: NC=1C(=NC=CC1)Cl (3-amino-2-chloropyridine), [N+](=O)([O-])C1=C(C(=O)Cl)C=CC=C1 (2-nitrobenzoyl chloride), O (Water). The solvent is N1=CC=CC=C1 (pyridine). Reaction conditions: temperature 0 celsius, time 1 hour. The product is ClC1=NC=CC=C1NC(C1=C(C=CC=C1)[N+](=O)[O-])=O (N-(2-chloropyridin-3-yl)-2-nitrobenzamide). RXN SMILES: [NH2:1][C:2]1[C:3]([Cl:8])=[N:4][CH:5]=[CH:6][CH:7]=1.[N+:9]([C:12]1[CH:20]=[CH:19][CH:18]=[CH:17][C:13]=1[C:14](Cl)=[O:15])([O-:11])=[O:10].O>N1C=CC=CC=1>[Cl:8][C:3]1[C:2]([NH:1][C:14](=[O:15])[C:13]2[CH:17]=[CH:18][CH:19]=[CH:20][C:12]=2[N+:9]([O-:11])=[O:10])=[CH:7][CH:6]=[CH:5][N:4]=1. Procedure: A mixture of 3-amino-2-chloropyridine (3.85 g, 29.95 mmol) and 2-nitrobenzoyl chloride (5.56 g, 29.95 mmol) in pyridine (50 mL) was stirred at 0° C. for 1 h and then at room temperature overnight. Water was added and the precipitate formed was collected by filtration and dried to give N-(2-chloropyridin-3-yl)-2-nitrobenzamide as a white solid (8.52 g, crude yield: >100%). Starting materials: NC(C(=O)NC1[C@@H]2N(C(C(S2)(C)C)C2=NN=NN2)C1=O)(C1=CC=CC=C1)N (6-(2-amino-2amino-2-phenylacetamido)-2,2-dimethyl-3-(5-tetrazolyl)penam), BrCC(=O)O (bromoacetic acid), Cl.C(C)N=C=NCCCN(C)C (1-ethyl-3-(dimethylaminopropyl)carbodimide hydrochloride). Run in O (water), O (water), O (water). Reaction conditions: time 3 hour. Product: BrCC(=O)NC(C(=O)NC1[C@@H]2N(C(C(S2)(C)C)C2=NN=NN2)C1=O)C1=CC=CC=C1 (6-(2-[2-Bromoacetamido]-2-phenylacetamido)-2,2-dimethyl-3-(5-tetrazolyl)penam). Yield: 40.0%. As a reaction SMILES: [NH2:1][C:2](N)([C:21]1[CH:26]=[CH:25][CH:24]=[CH:23][CH:22]=1)[C:3]([NH:5][CH:6]1[C:19](=[O:20])[N:8]2[CH:9]([C:14]3[NH:18][N:17]=[N:16][N:15]=3)[C:10]([CH3:13])([CH3:12])[S:11][C@H:7]12)=[O:4].[Br:28][CH2:29][C:30](O)=[O:31].Cl.C(N=C=NCCCN(C)C)C>O>[Br:28][CH2:29][C:30]([NH:1][CH:2]([C:21]1[CH:22]=[CH:23][CH:24]=[CH:25][CH:26]=1)[C:3]([NH:5][CH:6]1[C:19](=[O:20])[N:8]2[CH:9]([C:14]3[NH:18][N:17]=[N:16][N:15]=3)[C:10]([CH3:12])([CH3:13])[S:11][C@H:7]12)=[O:4])=[O:31] |f:2.3|. Reported procedure: To a stirred slurry of 4.27 g. (10 mmole) of 6-(2-amino-2amino-2-phenylacetamido)-2,2-dimethyl-3-(5-tetrazolyl)penam in 25 ml. of water, at 0° C., is added 1.39 g. (10 mmole) of bromoacetic acid in 6 ml. of water. The pH is adjusted to 6.0, and then 1.9 g. (10 mmole) of 1-ethyl-3-(dimethylaminopropyl)carbodimide hydrochloride in 9 ml. of water is added. The mixture is stirred for 3 hours at pH 6. At this point, the pH is raised to 7.0, and the reaction mixture is washed with ethyl acetate. The p...